Dataset: the Open Reaction Database (ORD), a public repository of structured organic reaction records. Task: describe an organic reaction: reactants, conditions, products, and yield Starting materials: BrC=1C(=C2C(=NC1)N(C=C2)[Si](C(C)C)(C(C)C)C(C)C)F (5-Bromo-4-fluoro-1-(triisopropylsilyl)-1H-pyrrolo[2,3-b]pyri dine), CCCC[N+](CCCC)(CCCC)CCCC.[F-] (TBAF). Run in C1CCOC1 (THF). Reaction conditions: temperature 0 celsius, time 1 hour. Yields the product BrC=1C(=C2C(=NC1)NC=C2)F (5-bromo-4-fluoro-1H-pyrrolo[2,3-b]pyridine). Yield: 93.3%. RXN SMILES: [Br:1][C:2]1[C:3]([F:21])=[C:4]2[CH:10]=[CH:9][N:8]([Si](C(C)C)(C(C)C)C(C)C)[C:5]2=[N:6][CH:7]=1.CCCC[N+](CCCC)(CCCC)CCCC.[F-]>C1COCC1>[Br:1][C:2]1[C:3]([F:21])=[C:4]2[CH:10]=[CH:9][NH:8][C:5]2=[N:6][CH:7]=1 |f:1.2|. Reported procedure: 5-Bromo-4-fluoro-1-(triisopropylsilyl)-1H-pyrrolo[2,3-b]pyri dine (12.60 g, 33.9 mmol) was placed in THF (200 mL) at 0° C. TBAF (33.9 mL, 1M THF solution) was then added, and the reaction was then stirred for 1 hour at 0° C. The reaction was quenched with NaHCO3 (aq.) and extracted into DCM. The organic fractions were combined, dried, filtered and concentrated to give a crude residue that was purified by column chromatography (500:5 DCM:MeOH) to give 5-bromo-4-fluoro-1H-pyrrolo[2,3-b]pyridine (6... The reactants are COC([C@@H](N)CC1=CC=C(C=C1)C=1C(N(C(=CC1C)C(F)(F)F)C)=O)=O (4-[1,4-dimethyl-6-(trifluoromethyl)-2-oxo-3-pyridinyl]-L-phenylalanine methyl ester), ClC1=C(C(=O)Cl)C(=CC=C1)C (2-chloro-6-methylbenzoyl chloride). Product: ClC1=C(C(=CC=C1)C)C(=O)N[C@@H](CC1=CC=C(C=C1)C=1C(N(C(=CC1C)C(F)(F)F)C)=O)C(=O)O (N-[(2-chloro-6-methylphenyl)carbonyl]-4-(1,4-dimethyl-6-(trifluoromethyl)-2-oxo-3-pyridinyl)-L-phenylalanine). RXN SMILES: C[O:2][C:3](=[O:26])[C@H:4]([CH2:6][C:7]1[CH:12]=[CH:11][C:10]([C:13]2[C:14](=[O:25])[N:15]([CH3:24])[C:16]([C:20]([F:23])([F:22])[F:21])=[CH:17][C:18]=2[CH3:19])=[CH:9][CH:8]=1)[NH2:5].[Cl:27][C:28]1[CH:36]=[CH:35][CH:34]=[C:33]([CH3:37])[C:29]=1[C:30](Cl)=[O:31]>>[Cl:27][C:28]1[CH:36]=[CH:35][CH:34]=[C:33]([CH3:37])[C:29]=1[C:30]([NH:5][C@H:4]([C:3]([OH:26])=[O:2])[CH2:6][C:7]1[CH:8]=[CH:9][C:10]([C:13]2[C:14](=[O:25])[N:15]([CH3:24])[C:16]([C:20]([F:23])([F:22])[F:21])=[CH:17][C:18]=2[CH3:19])=[CH:11][CH:12]=1)=[O:31]. Procedure: N-[(2-chloro-6-methylphenyl)carbonyl]-4-(1,4-dimethyl-6-(trifluoromethyl)-2-oxo-3-pyridinyl)-L-phenylalanine was prepared from 4-[1,4-dimethyl-6-(trifluoromethyl)-2-oxo-3-pyridinyl]-L-phenylalanine methyl ester and 2-chloro-6-methylbenzoyl chloride using the general procedures described in example 44. ES-LRMS m/z 507.1 (M+H), 529.1 (M+Na). Reactants: Cc1ccccc1, CCO, COCCOC, N#Cc1c(F)cccc1I, O, O, OB(O)c1ccccc1. Yields the product N#Cc1c(F)cccc1-c1ccccc1. RXN SMILES: [CH3:20][c:21]1[cH:22][cH:23][cH:24][cH:25][cH:26]1.[CH3:27][CH2:28][OH:29].[CH3:31][O:32][CH2:33][CH2:34][O:35][CH3:36].[F:1][c:2]1[c:3]([C:4]#[N:5])[c:6]([I:10])[cH:7][cH:8][cH:9]1.[OH2:30].[OH2:37].[OH:11][B:12]([OH:13])[c:14]1[cH:15][cH:16][cH:17][cH:18][cH:19]1>>[F:1][c:2]1[c:3]([C:4]#[N:5])[c:6](-[c:14]2[cH:15][cH:16][cH:17][cH:18][cH:19]2)[cH:7][cH:8][cH:9]1. Starting materials: BrCCCCC(=O)OCC (ethyl 5-bromopentanoate), [I-].[K+] (potassium iodide), C([O-])([O-])=O.[Na+].[Na+] (sodium carbonate), COC1=C(C=CC=C1)CCNC1C=2C=CC(=NC2CCC1)C#N (5-{[2-(2-methoxyphenyl)ethyl]amino}-5,6,7,8-tetrahydroquinoline-2-carbonitrile). The solvent is C(C)#N (acetonitrile), C(C)(=O)OCC (ethyl acetate). Product: C(#N)C1=NC=2CCCC(C2C=C1)N(CCCCC(=O)OCC)CCC1=C(C=CC=C1)OC (rac-Ethyl 5-{(2-cyano-5,6,7,8-tetrahydroquinolin-5-yl)[2-(2-methoxyphenyl)ethyl]amino}-pentanoate). RXN SMILES: Br[CH2:2][CH2:3][CH2:4][CH2:5][C:6]([O:8][CH2:9][CH3:10])=[O:7].[I-].[K+].C(=O)([O-])[O-].[Na+].[Na+].[CH3:19][O:20][C:21]1[CH:26]=[CH:25][CH:24]=[CH:23][C:22]=1[CH2:27][CH2:28][NH:29][CH:30]1[CH2:39][CH2:38][CH2:37][C:36]2[N:35]=[C:34]([C:40]#[N:41])[CH:33]=[CH:32][C:31]1=2>C(#N)C.C(OCC)(=O)C>[C:40]([C:34]1[CH:33]=[CH:32][C:31]2[CH:30]([N:29]([CH2:28][CH2:27][C:22]3[CH:23]=[CH:24][CH:25]=[CH:26][C:21]=3[O:20][CH3:19])[CH2:2][CH2:3][CH2:4][CH2:5][C:6]([O:8][CH2:9][CH3:10])=[O:7])[CH2:39][CH2:38][CH2:37][C:36]=2[N:35]=1)#[N:41] |f:1.2,3.4.5|. Reported procedure: 17.07 ml (0.11 mol) of ethyl 5-bromopentanoate, 8.43 g (0.05 mol) of potassium iodide and 22.61 g (0.21 mol) of anhydrous sodium carbonate were added to a solution of 31.22 g (0.10 mol) of 5-{[2-(2-methoxyphenyl)ethyl]amino}-5,6,7,8-tetrahydroquinoline-2-carbonitrile in 300 ml of dry acetonitrile, and the mixture was heated under reflux for 4 days. The reaction was then concentrated to a volume of about 50 ml on a rotary evaporator. The solution obtained was taken up in 250 ml of ethyl acetate a... Isolated yield 83.2%. The product is C(C1=CC=CC=C1)N1C(C(=NC2=CC=CC=C12)C(=O)OCC)=O (Ethyl 4-benzyl-3,4-dihydro-3-oxo-2-quinoxalinecarboxylate). Reaction SMILES: [H-].[Na+].CN(C=O)C.[O:8]=[C:9]1[NH:18][C:17]2[C:12](=[CH:13][CH:14]=[CH:15][CH:16]=2)[N:11]=[C:10]1[C:19]([O:21][CH2:22][CH3:23])=[O:20].[CH2:24](Br)[C:25]1[CH:30]=[CH:29][CH:28]=[CH:27][CH:26]=1>O>[CH2:24]([N:18]1[C:17]2[C:12](=[CH:13][CH:14]=[CH:15][CH:16]=2)[N:11]=[C:10]([C:19]([O:21][CH2:22][CH3:23])=[O:20])[C:9]1=[O:8])[C:25]1[CH:30]=[CH:29][CH:28]=[CH:27][CH:26]=1 |f:0.1|. Conditions: time 10 minute. Procedure: Sodium hydride (60% dispersion in oil; 0.8 g) was added to a DMF (20 ml) solution of ethyl 3,4-dihydro-3-oxo-2-quinoxalinecarboxylate (4.4 g) under ice-cooling. The reaction mixture was stirred for 10 minutes, to which was added benzyl bromide (2.4 g). The reaction mixture was stirred at room temperature for 3 hours, poured into water, and the mixture was extracted with ethyl acetate. The organic layer was washed with water, then dried and concentrated. The residue was recrystallized from ethyl ... Solvent: O (water). Reactants: [H-].[Na+] (Sodium hydride), CN(C)C=O (DMF), O=C1C(=NC2=CC=CC=C2N1)C(=O)OCC (ethyl 3,4-dihydro-3-oxo-2-quinoxalinecarboxylate), C(C1=CC=CC=C1)Br (benzyl bromide).